Dataset: the Open Reaction Database (ORD), a public repository of structured organic reaction records. Task: describe an organic reaction: reactants, conditions, products, and yield Starting materials: C(C(=O)Cl)(=O)Cl (Oxalyl chloride), CC=1C=C(C(=O)O)C=CC1N1CCOCC1 (3-Methyl-4-morpholin-4-ylbenzoic acid), ON=C(N)C1=C(C=CC=C1)OC(F)(F)F (N′-Hydroxy-2-(trifluoromethoxy)benzenecarboximidamide), CCN(C(C)C)C(C)C (DIEA). The product is CC1=C(C=CC(=C1)C1=NC(=NO1)C1=C(C=CC=C1)OC(F)(F)F)N1CCOCC1 (4-(2-methyl-4-{3-[2-(trifluoromethoxy)phenyl]-1,2,4-oxadiazol-5-yl}phenyl)morpholine). Reaction SMILES: C(Cl)(=O)C(Cl)=O.[CH3:7][C:8]1[CH:9]=[C:10]([CH:14]=[CH:15][C:16]=1[N:17]1[CH2:22][CH2:21][O:20][CH2:19][CH2:18]1)[C:11]([OH:13])=O.O[N:24]=[C:25]([C:27]1[CH:32]=[CH:31][CH:30]=[CH:29][C:28]=1[O:33][C:34]([F:37])([F:36])[F:35])[NH2:26].CCN(C(C)C)C(C)C>>[CH3:7][C:8]1[CH:9]=[C:10]([C:11]2[O:13][N:26]=[C:25]([C:27]3[CH:32]=[CH:31][CH:30]=[CH:29][C:28]=3[O:33][C:34]([F:35])([F:36])[F:37])[N:24]=2)[CH:14]=[CH:15][C:16]=1[N:17]1[CH2:22][CH2:21][O:20][CH2:19][CH2:18]1. Reported procedure: Oxalyl chloride (138 μL; 1.63 mmol; 3 eq.), Intermediate 35 (120 mg; 0.54 mmol; 1 eq.), Intermediate 2 (119 mg; 0.54 mmol, 1 eq.) and DIEA (280 μL; 1.63 mmol; 3 eq.) were reacted according to general procedure 2. Purification by column chromatography c-hexane/ethyl acetate, 90/10) afforded the title compound as a white solid. Reactants: CCN(C(C)C)C(C)C, Nc1ccc(F)c(Cl)c1, COc1ccc(C)c(NC(=O)CCl)c1, [I-], [K+], C1CCOC1. The product is COc1ccc(C)c(NC(=O)CNc2ccc(F)c(Cl)c2)c1. Reaction SMILES: [CH:24]([N:25]([CH:26]([CH3:27])[CH3:28])[CH2:29][CH3:30])([CH3:31])[CH3:32].[Cl:15][c:16]1[cH:17][c:18]([NH2:19])[cH:20][cH:21][c:22]1[F:23].[Cl:1][CH2:2][C:3](=[O:4])[NH:5][c:6]1[c:7]([CH3:14])[cH:8][cH:9][c:10]([O:12][CH3:13])[cH:11]1.[I-:34].[K+:33].[O:35]1[CH2:36][CH2:37][CH2:38][CH2:39]1>>[CH2:2]([C:3](=[O:4])[NH:5][c:6]1[c:7]([CH3:14])[cH:8][cH:9][c:10]([O:12][CH3:13])[cH:11]1)[NH:19][c:18]1[cH:17][c:16]([Cl:15])[c:22]([F:23])[cH:21][cH:20]1. Reactants: FC(C(=O)N)(F)F (trifluoroacetamide), CC=1C=CC(=NC1C)C(=O)C1=CNC2=CC=CC=C2C1=O (3-(5,6-dimethyl-pyridine-2-carbonyl)-1H-quinolin-4-one), [H-].[Na+] (sodium hydride), BrCC1=CC=CC(=N1)NC(C(F)(F)F)=O (N-(6-bromomethyl-pyridin-2-yl)-2,2,2-trifluoro-acetamide). Run in CO (methanol), C(C)NCC (diethylamine), CN(C=O)C (N,N-dimethylformamide). Yields the product NC1=CC=CC(=N1)CN1C=C(C(C2=CC=CC=C12)=O)C(=O)C1=NC(=C(C=C1)C)C (1-(6-Amino-pyridin-2-ylmethyl)-3-(5,6-dimethyl-pyridine-2-carbonyl)-1H-quinolin-4-one). Reaction SMILES: [CH3:1][C:2]1[CH:3]=[CH:4][C:5]([C:9]([C:11]2[C:20](=[O:21])[C:19]3[C:14](=[CH:15][CH:16]=[CH:17][CH:18]=3)[NH:13][CH:12]=2)=[O:10])=[N:6][C:7]=1[CH3:8].[H-].[Na+].Br[CH2:25][C:26]1[N:31]=[C:30]([NH:32]C(=O)C(F)(F)F)[CH:29]=[CH:28][CH:27]=1.FC(F)(F)C(N)=O>CO.C(NCC)C.CN(C)C=O>[NH2:32][C:30]1[N:31]=[C:26]([CH2:25][N:13]2[C:14]3[C:19](=[CH:18][CH:17]=[CH:16][CH:15]=3)[C:20](=[O:21])[C:11]([C:9]([C:5]3[CH:4]=[CH:3][C:2]([CH3:1])=[C:7]([CH3:8])[N:6]=3)=[O:10])=[CH:12]2)[CH:27]=[CH:28][CH:29]=1 |f:1.2|. Procedure: Experimental conditions analogous to those described for Step 3 of Example 1, from 127 mg (0.46 mmol) of 3-(5,6-dimethyl-pyridine-2-carbonyl)-1H-quinolin-4-one, 22 mg (0.55 mmol) of 60% sodium hydride, 155 mg (0.55 mmol) of N-(6-bromomethyl-pyridin-2-yl)-2,2,2-trifluoro-acetamide and 1 mL of N,N-dimethylformamide. The 130 mg of trifluoroacetamide product were heated to 60° C. in a mixture of 1 mL of methanol and 4 mL of diethylamine for 3 h, then overnight at 45° C. The product was filtered off ... Starting materials: IC1=NC=C(C=N1)Br (2-iodo-5-bromopyrimidine), FC(OC1=CC=C(C=C1)C1=CC=C(C=C1)O)(F)F (4′-(trifluoromethoxy)[1,1′-biphenyl]-4-ol), C(=O)([O-])[O-].[Na+].[Na+] (Na2CO3). Reagents/catalysts: C=1C=CC(=CC1)[P](C=2C=CC=CC2)(C=3C=CC=CC3)[Pd]([P](C=4C=CC=CC4)(C=5C=CC=CC5)C=6C=CC=CC6)([P](C=7C=CC=CC7)(C=8C=CC=CC8)C=9C=CC=CC9)[P](C=1C=CC=CC1)(C=1C=CC=CC1)C=1C=CC=CC1 (Pd(PPh3)4). Run in C1(=CC=CC=C1)C (toluene), O (water). The product is BrC=1C=NC(=NC1)C1=CC=C(C=C1)OC(F)(F)F (5-bromo-2-[4-(trifluoromethoxy)phenyl]pyrimidine). The yield is 75.2%. RXN SMILES: I[C:2]1[N:7]=[CH:6][C:5]([Br:8])=[CH:4][N:3]=1.[F:9][C:10]([F:26])([F:25])[O:11][C:12]1[CH:17]=[CH:16][C:15](C2C=CC(O)=CC=2)=[CH:14][CH:13]=1.C([O-])([O-])=O.[Na+].[Na+]>C1(C)C=CC=CC=1.O.C1C=CC([P]([Pd]([P](C2C=CC=CC=2)(C2C=CC=CC=2)C2C=CC=CC=2)([P](C2C=CC=CC=2)(C2C=CC=CC=2)C2C=CC=CC=2)[P](C2C=CC=CC=2)(C2C=CC=CC=2)C2C=CC=CC=2)(C2C=CC=CC=2)C2C=CC=CC=2)=CC=1>[Br:8][C:5]1[CH:4]=[N:3][C:2]([C:15]2[CH:14]=[CH:13][C:12]([O:11][C:10]([F:9])([F:25])[F:26])=[CH:17][CH:16]=2)=[N:7][CH:6]=1 |f:2.3.4,^1:44,46,65,84|. Procedure: A mixture of 5-bromo-2-iodopyrimidine (88) (1.50 g, 5.27 mmol), 4-(trifluoromethoxy)phenylboronic acid (44) (1.185 g, 5.75 mmol) and Na2CO3 (1.11 g, 10.5 mmol) in toluene (120 mL) and water (15 mL) was purged with N2. Pd(PPh3)4 (60 mg, 0.05 mmol) was added and the mixture was refluxed under N2 for 17.5 h, then partitioned between EtOAc and water. Column chromatography of the organic portion on silica gel (eluting with 4:1 hexanes/CH2Cl2) gave 5-bromo-2-[4-(trifluoromethoxy)phenyl]pyrimidine (89)... Starting materials: CS(=O)(=O)c1ccc(CBr)c(Cl)c1, COC(=O)Cc1c(C)[nH]c2ncccc12, [H-], [I-], [Na+], [Na+], CN(C)C=O. Product: COC(=O)Cc1c(C)n(Cc2ccc(S(C)(=O)=O)cc2Cl)c2ncccc12. As a reaction SMILES: [Br:18][CH2:19][c:20]1[c:21]([Cl:30])[cH:22][c:23]([S:26](=[O:27])(=[O:28])[CH3:29])[cH:24][cH:25]1.[CH3:1][O:2][C:3]([CH2:4][c:5]1[c:6]([CH3:14])[nH:7][c:8]2[n:9][cH:10][cH:11][cH:12][c:13]12)=[O:15].[H-:16].[I-:32].[Na+:17].[Na+:31].[O:33]=[CH:34][N:35]([CH3:36])[CH3:37]>>[CH3:1][O:2][C:3]([CH2:4][c:5]1[c:6]([CH3:14])[n:7]([CH2:19][c:20]2[c:21]([Cl:30])[cH:22][c:23]([S:26](=[O:27])(=[O:28])[CH3:29])[cH:24][cH:25]2)[c:8]2[n:9][cH:10][cH:11][cH:12][c:13]12)=[O:15]. Reactants: BrC1=CN=C2N1C=C(C=C2)C(F)(F)F (3-Bromo-6-trifluoromethyl-imidazo[1,2-a]pyridine), ClC1=NC=CC(=C1)B(O)O (2-chloropyrid-4-yl boronic acid), C(=O)([O-])[O-].[Na+].[Na+] (Na2CO3). The reagents and catalysts are C1([P]([Pd][P](C2=CC=CC=C2)(C3=CC=CC=C3)C4=CC=CC=C4)(C5=CC=CC=C5)C6=CC=CC=C6)=CC=CC=C1 (bis(triphenylphosphine)palladium). Run in O1CCOCC1 (dioxane), O (water), O (H2O). Run at temperature 95 celsius. Yields the product ClC1=NC=CC=C1C1=CN=C2N1C=C(C=C2)C(F)(F)F (3-(2-Chloro-pyridinyl)-6-trifluoromethyl-imidazo[1,2-a]pyridine). Reaction SMILES: Br[C:2]1[N:6]2[CH:7]=[C:8]([C:11]([F:14])([F:13])[F:12])[CH:9]=[CH:10][C:5]2=[N:4][CH:3]=1.[Cl:15][C:16]1[CH:21]=[C:20](B(O)O)[CH:19]=[CH:18][N:17]=1.C([O-])([O-])=O.[Na+].[Na+]>O1CCOCC1.O.C1(C=CC=CC=1)[P](C1C=CC=CC=1)(C1C=CC=CC=1)[Pd][P](C1C=CC=CC=1)(C1C=CC=CC=1)C1C=CC=CC=1>[Cl:15][C:16]1[C:21]([C:2]2[N:6]3[CH:7]=[C:8]([C:11]([F:14])([F:13])[F:12])[CH:9]=[CH:10][C:5]3=[N:4][CH:3]=2)=[CH:20][CH:19]=[CH:18][N:17]=1 |f:2.3.4,^1:43,57|. Procedure: To a solution of 3-Bromo-6-trifluoromethyl-imidazo[1,2-a]pyridine (1 eq, 2.9 mmol, 0.77 g), 2-chloropyrid-4-yl boronic acid (1.05 eq, 3.05 mmol, 0.478 g), Na2CO3 (2 eq, 5.81 mmol, 0.616 g) in dioxane (45 ml) and water (13.5 ml), under an inert atmosphere of argon is added bis(triphenylphosphine)palladium II chloride (0.1 eq, 0.03 mmol, 200 mg). The reaction mixture is heated at 95° C. for 16 hours. The mixture is diluted with H2O (50 ml) and extracted with EtOAc. The combined organic portions ar...